Dataset: the Open Reaction Database (ORD), a public repository of structured organic reaction records. Task: describe an organic reaction: reactants, conditions, products, and yield The reactants are O (water), OC1=C2C=CNC2=CC=C1 (4-Hydroxyindole), [N+](=O)([O-])C=1C=C(C=CC1)S(=O)(=O)OC[C@@H]1CO1 ((S)-glycidyl m-nitrobenzenesulfonate), [F-].[Cs+] (Cesium fluoride). The solvent is CN(C)C=O (DMF). Run at temperature 0 celsius, time 1 hour. Product: O1[C@H](COC2=C3C=CNC3=CC=C2)C1 ((S)-4-(2,3-epoxypropoxy)indole). Isolated yield 94.1%. As a reaction SMILES: [OH:1][C:2]1[CH:10]=[CH:9][CH:8]=[C:7]2[C:3]=1[CH:4]=[CH:5][NH:6]2.[F-].[Cs+].[N+](C1C=C(S(O[CH2:26][C@H:27]2[O:29][CH2:28]2)(=O)=O)C=CC=1)([O-])=O.O>CN(C=O)C>[O:29]1[CH2:28][C@H:27]1[CH2:26][O:1][C:2]1[CH:10]=[CH:9][CH:8]=[C:7]2[C:3]=1[CH:4]=[CH:5][NH:6]2 |f:1.2|. Procedure: 4-Hydroxyindole (3.0 g) was dissolved in DMF (10 ml) under nitrogen atmosphere and the solution was cooled to 0° C. Cesium fluoride (10.12 g) was added thereto and the mixture was stirred for 1 hour. Then (S)-glycidyl m-nitrobenzenesulfonate (5.84 g, 99.3% e.e.) was added thereto and the mixture was stirred for 30 hours at the same temperature. After the reaction, water was added to the mixture, the mixture was extracted with ethyl acetate, dried over anhydrous magnesium sulfate, condensed and t... Reactants: CCO, CCOC(=O)c1[nH]nc(C(F)(F)F)c1C(=O)c1ccc(Cl)cc1[N+](=O)[O-], Cl, O. Yields the product CCOC(=O)c1[nH]nc(C(F)(F)F)c1C(=O)c1ccc(Cl)cc1N. As a reaction SMILES: [CH3:29][CH2:30][OH:31].[Cl:1][c:2]1[cH:3][c:4]([N+:24]([O-:25])=[O:26])[c:5]([C:6](=[O:7])[c:8]2[c:9]([C:18]([F:19])([F:20])[F:21])[n:10][nH:11][c:12]2[C:13](=[O:14])[O:15][CH2:16][CH3:17])[cH:22][cH:23]1.[ClH:27].[OH2:28]>>[Cl:1][c:2]1[cH:3][c:4]([NH2:24])[c:5]([C:6](=[O:7])[c:8]2[c:9]([C:18]([F:19])([F:20])[F:21])[n:10][nH:11][c:12]2[C:13](=[O:14])[O:15][CH2:16][CH3:17])[cH:22][cH:23]1. Starting materials: COC1=NC=C(C=C1)N1C2=NC=NC(=C2N=C1)Cl (5-(6-chloro-9H-9-purinyl)-2-pyridyl methyl ether), O.N (ammonia water). Solvent: C(OC)COC (dimethoxyethane). Run at temperature 70 celsius, time 4 hour. Product: COC1=CC=C(C=N1)NC1=NC=NC(=C1N)Cl (N4-(6-Methoxy-3-pyridyl)-6-chloro-4,5-pyrimidine diamine). Isolated yield 88.2%. As a reaction SMILES: [CH3:1][O:2][C:3]1[CH:8]=[CH:7][C:6]([N:9]2C=[N:16][C:15]3[C:10]2=[N:11][CH:12]=[N:13][C:14]=3[Cl:18])=[CH:5][N:4]=1.O.N>C(COC)OC>[CH3:1][O:2][C:3]1[N:4]=[CH:5][C:6]([NH:9][C:10]2[C:15]([NH2:16])=[C:14]([Cl:18])[N:13]=[CH:12][N:11]=2)=[CH:7][CH:8]=1 |f:1.2|. Reported procedure: A mixture of 25 g of 5-(6-chloro-9H-9-purinyl)-2-pyridyl methyl ether, 250 mL conc. ammonia water and 500 mL dimethoxyethane was stirred at 70° C. for 4 hours, and the resulting suspension was filtered, to give 21.2 g of the title compound as white crystals (91% y.). (4) 8-Bromo-9-(6-methoxy-3-pyridyl)-9H-6-purineamine Starting materials: ClC1=C(C=CC(=C1)Cl)NN (2,4-dichlorophenylhydrazine), C(C(=O)C)(=O)OCC (ethyl pyruvate), C(C)(=O)O (acetic acid). Run in C(C)O (ethanol). The product is ClC1=C(C=CC(=C1)Cl)NN=C(C(=O)OCC)C (Ethyl pyruvate 2,4-dichlorophenylhydrazone). Yield: 82.4%. RXN SMILES: [Cl:1][C:2]1[CH:7]=[C:6]([Cl:8])[CH:5]=[CH:4][C:3]=1[NH:9][NH2:10].[C:11]([O:16][CH2:17][CH3:18])(=[O:15])[C:12]([CH3:14])=O.C(O)(=O)C>C(O)C>[Cl:1][C:2]1[CH:7]=[C:6]([Cl:8])[CH:5]=[CH:4][C:3]=1[NH:9][N:10]=[C:12]([CH3:14])[C:11]([O:16][CH2:17][CH3:18])=[O:15]. Procedure details: A mixture of 2,4-dichlorophenylhydrazine (16.00 g, 0.075 mol), ethyl pyruvate (14.47 g, 10.3 mL, 0.12 mol), glacial acetic acid (0.9 mL), absolute ethanol (105 mL) was refluxed for 2 hours. After cooling at room temperature, the solid which formed was filtered and recrystallized from ethanol to give 17.0 g (83%) of the title compound, mp 118-120° C. (from ethanol). The reactants are C(C1=CC=CC=C1)N1CC2=CC=CC=C2CC1CCO ((+)-2-(2-Benzyl-1,2,3,4-tetrahydro-isoquinolin-3-yl)-ethanol). The reagents and catalysts are [Pd] (palladium-on-carbon). The solvent is CO (methanol). Product: C1NC(CC2=CC=CC=C12)CCO (Racemic 2-(1,2,3,4-Tetrahydro-isoquinolin-3-yl)-ethanol). Reaction SMILES: C([N:8]1[CH:17]([CH2:18][CH2:19][OH:20])[CH2:16][C:15]2[C:10](=[CH:11][CH:12]=[CH:13][CH:14]=2)[CH2:9]1)C1C=CC=CC=1>[Pd].CO>[CH2:9]1[C:10]2[C:15](=[CH:14][CH:13]=[CH:12][CH:11]=2)[CH2:16][CH:17]([CH2:18][CH2:19][OH:20])[NH:8]1. Reported procedure: (+)-2-(2-Benzyl-1,2,3,4-tetrahydro-isoquinolin-3-yl)-ethanol (610 mg, 2.3 mmol) was hydrogenated at 40 p.s.i.g. on a Parr Apparatus (305 mg of 10% palladium-on-carbon catalyst; methanol/concentrated hydrochloric acid solvent (15 ml and 0.25 ml, respectively) for 5 hours. The catalyst was filtered, and the filtrate was concentrated in vacuo to an oil, which was dissolved in dilute aqueous (pH 9) sodium carbonate/methylene chloride (50 ml of each). The aqueous phase was separated and extracted wit... Starting materials: C(C)NC1=C(C=C(C(=C1)OC)OC)C1CC=2C=CC(=CC2CC1)OC(C(C)(C)C)=O (pivalic acid 6-(2-ethylamino-4,5-dimethoxyphenyl)-5,6,7,8-tetrahydronaphthalen-2-yl ester), Cl.N1(CCCCCC1)CCC=1C=CC(=NC1)C(=O)Cl (5-(2-azepan-1-ylethyl)pyridine-2-carbonyl chloride hydrochloride). Product: N1(CCCCCC1)CCC=1C=CC(=NC1)CN(C1=C(C=C(C(=C1)OC)OC)C1CC=2C=CC(=CC2CC1)O)CC (6-{2-{[5-(2-Azepan-1-ylethyl)pyridin-2-ylmethyl]ethylamino}-4,5-dimethoxyphenyl}-5,6,7,8-tetrahydronaphthalen-2-ol). Isolated yield 18.9%. RXN SMILES: [CH2:1]([NH:3][C:4]1[CH:9]=[C:8]([O:10][CH3:11])[C:7]([O:12][CH3:13])=[CH:6][C:5]=1[CH:14]1[CH2:23][CH2:22][C:21]2[CH:20]=[C:19]([O:24]C(=O)C(C)(C)C)[CH:18]=[CH:17][C:16]=2[CH2:15]1)[CH3:2].Cl.[N:32]1([CH2:39][CH2:40][C:41]2[CH:42]=[CH:43][C:44]([C:47](Cl)=O)=[N:45][CH:46]=2)[CH2:38][CH2:37][CH2:36][CH2:35][CH2:34][CH2:33]1>>[N:32]1([CH2:39][CH2:40][C:41]2[CH:42]=[CH:43][C:44]([CH2:47][N:3]([CH2:1][CH3:2])[C:4]3[CH:9]=[C:8]([O:10][CH3:11])[C:7]([O:12][CH3:13])=[CH:6][C:5]=3[CH:14]3[CH2:23][CH2:22][C:21]4[CH:20]=[C:19]([OH:24])[CH:18]=[CH:17][C:16]=4[CH2:15]3)=[N:45][CH:46]=2)[CH2:33][CH2:34][CH2:35][CH2:36][CH2:37][CH2:38]1 |f:1.2|. Procedure: Synthesized from pivalic acid 6-(2-ethylamino-4,5-dimethoxyphenyl)-5,6,7,8-tetrahydronaphthalen-2-yl ester (40 mg) and 5-(2-azepan-1-ylethyl)pyridine-2-carbonyl chloride hydrochloride (320 mg) according to an analogous synthetic method to Example 152, the title compound (10 mg) was obtained. Reactants: N1=CC=C(C=C1)CN1CC(C2=CC(=CC=C12)O)(C)C (1-(4-pyridylmethyl)-3,3-dimethylindolin-5-ol), CN(C1=CC=C(C=C1)N=C=O)C (4-dimethylaminophenylisocyanate), Example 2 ( 2 ). The product is CN(C1=CC=C(C=C1)NC(OC=1C=C2C(CN(C2=CC1)CC1=CC=NC=C1)(C)C)=O)C (1-(4-pyridylmethyl)-3,3-dimethylindolin-5-yl 4-dimethylaminophenylcarbamate), solid. Isolated yield 6.0%. As a reaction SMILES: [N:1]1[CH:6]=[CH:5][C:4]([CH2:7][N:8]2[C:16]3[C:11](=[CH:12][C:13]([OH:17])=[CH:14][CH:15]=3)[C:10]([CH3:19])([CH3:18])[CH2:9]2)=[CH:3][CH:2]=1.[CH3:20][N:21]([CH3:31])[C:22]1[CH:27]=[CH:26][C:25]([N:28]=[C:29]=[O:30])=[CH:24][CH:23]=1>>[CH3:20][N:21]([CH3:31])[C:22]1[CH:27]=[CH:26][C:25]([NH:28][C:29](=[O:30])[O:17][C:13]2[CH:12]=[C:11]3[C:16](=[CH:15][CH:14]=2)[N:8]([CH2:7][C:4]2[CH:5]=[CH:6][N:1]=[CH:2][CH:3]=2)[CH2:9][C:10]3([CH3:19])[CH3:18])=[CH:24][CH:23]=1. Procedure: The title compound was synthesized from 1-(4-pyridylmethyl)-3,3-dimethylindolin-5-ol (20.0 mg, 0.09 mmol) using the same procedure employed for Example 2 (2), but with 4-dimethylaminophenylisocyanate instead of 4-isopropylphenylisocyanate. The product was obtained as a white solid (2.1 mg, 6%) having the following characteristics. Starting materials: O=CC1=CC(OC)=C(O)C=C1 (vanillin), C(#N)CC(=O)OC (methyl cyanoacetate), compound I. The reagents and catalysts are N1CCCCC1 (piperidine), C(C)(=O)O (acetic acid). Run in C(C)O (ethanol). Yields the product C(#N)C(C(=O)OC)=CC1=CC(=C(C=C1)O)OC (Methyl 2-Cyano-3-(4-Hydroxy-3-Methoxyphenyl)-2-Propenoate). As a reaction SMILES: O=[CH:2][C:3]1[CH:11]=[CH:10][C:8]([OH:9])=[C:5]([O:6][CH3:7])[CH:4]=1.[C:12]([CH2:14][C:15]([O:17][CH3:18])=[O:16])#[N:13]>N1CCCCC1.C(O)(=O)C.C(O)C>[C:12]([C:14](=[CH:2][C:3]1[CH:11]=[CH:10][C:8]([OH:9])=[C:5]([O:6][CH3:7])[CH:4]=1)[C:15]([O:17][CH3:18])=[O:16])#[N:13]. Procedure details: A mixture of vanillin (7.60 g, 0.05 mol), methyl cyanoacetate (4.95 g, 0.05 mol), ethanol (50 mL), piperidine (12 drops) and acetic acid (6 drops) is heated at reflux for 3 hours with stirring and then cooled. The pale yellow product crystallizes and additional ethanol (25 mL) is added to promote stirring and 5% HCl (10 mL) is added to neutralize any phenol salt present. The product, methyl 2-cyano-3-(4-hydroxy-3-methoxyphenyl)-2-propenoate, is collected by filtration, washed with ethanol and dr...